From a dataset of the Open Reaction Database (ORD), a public repository of structured organic reaction records. describe an organic reaction: reactants, conditions, products, and yield Starting materials: C(C(=C)CC(=O)O)(=O)O (itaconic acid), C(C)(=S)O (thioacetic acid). The solvent is C(C)(C)OC(C)C (diisopropyl ether). Run at temperature 95 celsius, time 2.5 hour. The product is C(C)(=O)SCC(C(=O)O)CC(=O)O (acetylthiomethylbutanedioic acid). Yield: 91.9%. As a reaction SMILES: [C:1]([OH:9])(=[O:8])[C:2]([CH2:4][C:5]([OH:7])=[O:6])=[CH2:3].[C:10]([OH:13])(=[S:12])[CH3:11]>C(OC(C)C)(C)C>[C:10]([S:12][CH2:3][CH:2]([CH2:4][C:5]([OH:7])=[O:6])[C:1]([OH:9])=[O:8])(=[O:13])[CH3:11]. Procedure details: 400 g (3.07 mol) of itaconic acid (VIII) are added in portions within a period of approximately 30 minutes to 280 g (3.68 mol) of thioacetic acid, with simultaneous heating of the heating bath to 95° C. After 2.5 hours' stirring at 90°-100° C., the reaction mixture is cooled to room temperature and diluted with 300 ml of diisopropyl ether (DIPE), whereupon the product crystallises out within a period of approximately 12 hours. There are obtained 582 g of crystals having a melting point of 89°-91... Reactants: ( 2 ), Cl (HCl), BrC1=C(C=CC(=C1)C(C)C)N(C1=NC(=CC(=N1)C(C)=O)C)CC (N-(2-bromo-4-(1-methylethyl)phenyl)-N-ethyl-4-acetyl-6-methyl-pyrimidinamine), C(C)(=O)[O-].[NH4+] (ammonium acetate), C(#N)[BH3-].[Na+] (sodium cyanoborohydride). Run in hexanes, CO (methanol), C(Cl)(Cl)Cl (chloroform), C(C)(=O)OCC (ethyl acetate), CO (methanol). Reaction conditions: time 90 hour. Product: [NH4+].[OH-] (NH4OH), N-(2-bromo-4-(1-methylethyl)phenyl)-N-ethyl-4-(1-aminothyl)-6-methyl-pyrimidinamine, BrC1=C(C=CC(=C1)C(C)C)N(C1=NC(=CC(=N1)C(C)N)C)CC (N-(2-bromo-4-(1-methylethyl)phenyl)-N-ethyl-4-(1-aminoethyl)-6-methylpyrimidinamine). Isolated yield 71.7%. RXN SMILES: [Br:1][C:2]1[CH:7]=[C:6]([CH:8]([CH3:10])[CH3:9])[CH:5]=[CH:4][C:3]=1[N:11]([CH2:22][CH3:23])[C:12]1[N:17]=[C:16]([C:18](=[O:20])[CH3:19])[CH:15]=[C:14]([CH3:21])[N:13]=1.C([O-])(=O)C.[NH4+].C([BH3-])#[N:30].[Na+].Cl>CO.C(Cl)(Cl)Cl.C(OCC)(=O)C>[NH4+:11].[OH-:20].[Br:1][C:2]1[CH:7]=[C:6]([CH:8]([CH3:10])[CH3:9])[CH:5]=[CH:4][C:3]=1[N:11]([CH2:22][CH3:23])[C:12]1[N:17]=[C:16]([CH:18]([NH2:30])[CH3:19])[CH:15]=[C:14]([CH3:21])[N:13]=1 |f:1.2,3.4,9.10|. Reported procedure: A mixture of N-(2-bromo-4-(1-methylethyl)phenyl)-N-ethyl-4-acetyl-6-methyl-pyrimidinamine (0.5 g, 1.33 mmol), ammonium acetate (1.1 g, 14 mmol), sodium cyanoborohydride (59 mg, 0.9 mmol) and methanol (5 mL) was stirred at ambient temperature for 90 h. A concentrated HCl solution was added until the solution became acidic (pH=2), then the reaction mixture was concentrated in vacuo. The residue was taken up in water, basified with a concentrated NaOH solution and extracted three times with ether. ... Starting materials: O=C1CCC(=O)N1Br, CN(C)C=O, ClCCl, Nc1ccc(-c2ccccc2)cc1, COc1ccc(C(=O)O)cc1O, c1ccc(P(c2ccccc2)c2ccccc2)cc1, c1ccncc1. Yields the product COc1ccc(C(=O)Nc2ccc(-c3ccccc3)cc2)cc1O. Reaction SMILES: [Br:13][N:14]1[C:15](=[O:16])[CH2:17][CH2:18][C:19]1=[O:20].[CH3:62][N:63]([CH3:64])[CH:65]=[O:66].[Cl:59][CH2:60][Cl:61].[NH2:40][c:41]1[cH:42][cH:43][c:44](-[c:47]2[cH:48][cH:49][cH:50][cH:51][cH:52]2)[cH:45][cH:46]1.[OH:1][c:2]1[cH:3][c:4]([C:5](=[O:6])[OH:7])[cH:8][cH:9][c:10]1[O:11][CH3:12].[c:21]1([P:22]([c:23]2[cH:24][cH:25][cH:26][cH:27][cH:28]2)[c:29]2[cH:30][cH:31][cH:32][cH:33][cH:34]2)[cH:35][cH:36][cH:37][cH:38][cH:39]1.[cH:53]1[cH:54][cH:55][n:56][cH:57][cH:58]1>>[OH:1][c:2]1[cH:3][c:4]([C:5](=[O:7])[NH:40][c:41]2[cH:42][cH:43][c:44](-[c:47]3[cH:48][cH:49][cH:50][cH:51][cH:52]3)[cH:45][cH:46]2)[cH:8][cH:9][c:10]1[O:11][CH3:12].